From a dataset of the Open Reaction Database (ORD), a public repository of structured organic reaction records. describe an organic reaction: reactants, conditions, products, and yield Reactants: CCOc1cc2c(Oc3cccc(N)c3)ncnc2cc1OC, C1CCOC1, CN(C)c1ccncc1, CC(C)(c1cc(NC(=O)Oc2ccccc2)no1)C(F)(F)F. Product: CCOc1cc2c(Oc3cccc(NC(=O)Nc4cc(C(C)(C)C(F)(F)F)on4)c3)ncnc2cc1OC. Reaction SMILES: [CH2:1]([CH3:2])[O:3][c:4]1[cH:5][c:6]2[c:7]([O:16][c:17]3[cH:18][c:19]([NH2:20])[cH:21][cH:22][cH:23]3)[n:8][cH:9][n:10][c:11]2[cH:12][c:13]1[O:14][CH3:15].[CH2:46]1[O:47][CH2:48][CH2:49][CH2:50]1.[CH3:51][N:52]([CH3:53])[c:54]1[cH:55][cH:56][n:57][cH:58][cH:59]1.[F:24][C:25]([C:26]([CH3:27])([CH3:28])[c:29]1[cH:30][c:31]([NH:34][C:35]([O:36][c:38]2[cH:39][cH:40][cH:41][cH:42][cH:43]2)=[O:37])[n:32][o:33]1)([F:44])[F:45]>>[CH2:1]([CH3:2])[O:3][c:4]1[cH:5][c:6]2[c:7]([O:16][c:17]3[cH:18][c:19]([NH:20][C:35]([NH:34][c:31]4[cH:30][c:29]([C:26]([C:25]([F:24])([F:44])[F:45])([CH3:27])[CH3:28])[o:33][n:32]4)=[O:36])[cH:21][cH:22][cH:23]3)[n:8][cH:9][n:10][c:11]2[cH:12][c:13]1[O:14][CH3:15]. Starting materials: COC=CC(=O)OC, CC#N, CC(C)n1cc(-c2ccc(F)cc2)c2ccccc21, O, O=P(Cl)(Cl)Cl. RXN SMILES: [CH3:20][O:21][CH:22]=[CH:23][C:24](=[O:25])[O:26][CH3:27].[CH3:34][C:35]#[N:36].[F:1][c:2]1[cH:3][cH:4][c:5](-[c:8]2[cH:9][n:10]([CH:17]([CH3:18])[CH3:19])[c:11]3[cH:12][cH:13][cH:14][cH:15][c:16]23)[cH:6][cH:7]1.[OH2:28].[P:29]([Cl:30])([Cl:31])([Cl:32])=[O:33]>>[F:1][c:2]1[cH:3][cH:4][c:5](-[c:8]2[c:9]([CH:22]=[CH:23][C:24](=[O:25])[O:26][CH3:27])[n:10]([CH:17]([CH3:18])[CH3:19])[c:11]3[cH:12][cH:13][cH:14][cH:15][c:16]23)[cH:6][cH:7]1. Yields the product COC(=O)C=Cc1c(-c2ccc(F)cc2)c2ccccc2n1C(C)C. Reactants: C(C)OC(=O)C=1N=CC=2NC3=CC=C(C=C3C2C1COC)C(=O)OCCCC (6-butoxycarbonyl-4-methoxymethyl-β-carboline-3-carboxylic acid ethyl ester), C(C)O.CCCCCC (ethanol hexane). Product: C(C)OC(=O)C=1N=CC=2NC3=CC=C(C=C3C2C1C)C(=O)OCC1=CC=CC=C1 (6-benzyloxycarbonyl-4-methyl-β-carboline-3-carboxylic acid ethyl ester). RXN SMILES: [CH2:1]([O:3][C:4]([C:6]1[N:7]=[CH:8][C:9]2[NH:10][C:11]3[C:16]([C:17]=2[C:18]=1[CH2:19]OC)=[CH:15][C:14]([C:22]([O:24][CH2:25][CH2:26][CH2:27][CH3:28])=[O:23])=[CH:13][CH:12]=3)=[O:5])[CH3:2].C(O)C.[CH3:32][CH2:33][CH2:34]CCC>>[CH2:1]([O:3][C:4]([C:6]1[N:7]=[CH:8][C:9]2[NH:10][C:11]3[C:16]([C:17]=2[C:18]=1[CH3:19])=[CH:15][C:14]([C:22]([O:24][CH2:25][C:26]1[CH:27]=[CH:28][CH:34]=[CH:33][CH:32]=1)=[O:23])=[CH:13][CH:12]=3)=[O:5])[CH3:2] |f:1.2|. Reported procedure: 6-butoxycarbonyl-4-methoxymethyl-β-carboline-3-carboxylic acid ethyl ester, mp 150°-152° C. (ethanol/hexane); and Reactants: BrC(=NO)Br (dibromoformaldoxime), ClC1=CC(=CC(=C1)C(=C)C(F)(F)F)Cl (1,3-dichloro-5-(3,3,3-trifluoroprop-1-en-2-yl)benzene), C([O-])(O)=O.[Na+] (sodium bicarbonate), O (Water). Solvent: C(C)(=O)OCC (ethyl acetate). Reaction conditions: time 96 hour. Product: BrC1=NOC(C1)(C(F)(F)F)C1=CC(=CC(=C1)Cl)Cl (3-Bromo-5-(3,5-dichloro-phenyl)-5-trifluoromethyl-4,5-dihydro-isoxazole). Isolated yield 65.7%. Reaction SMILES: [Br:1][C:2](Br)=[N:3][OH:4].[Cl:6][C:7]1[CH:12]=[C:11]([C:13]([C:15]([F:18])([F:17])[F:16])=[CH2:14])[CH:10]=[C:9]([Cl:19])[CH:8]=1.C(=O)(O)[O-].[Na+].O>C(OCC)(=O)C>[Br:1][C:2]1[CH2:14][C:13]([C:11]2[CH:10]=[C:9]([Cl:19])[CH:8]=[C:7]([Cl:6])[CH:12]=2)([C:15]([F:16])([F:18])[F:17])[O:4][N:3]=1 |f:2.3|. Procedure details: To a solution of dibromoformaldoxime (6.23 g, Tetrahedron Lett., 1984, 487) in ethyl acetate (150 ml) was added 1,3-dichloro-5-(3,3,3-trifluoroprop-1-en-2-yl)benzene (6.3 g, prepared according to WO 2005/085216) and sodium bicarbonate (9.5 g). The reaction was stirred at room temperature for 96 h. Water was added, then the two layers were then separated. The aqueous layer was extracted with ethyl acetate and the combined organic layers were dried over sodium sulfate and concentrated to afford a ... Starting materials: ClC1=C(N=C2N1C=CC(=C2)C=2C=NC=CC2)NC(=O)NCC (1-(3-chloro-7-pyridin-3-yl-imidazo[1,2-a]pyridin-2-yl)-3-ethyl-urea), ClCC(=O)NC(=O)NCC (N-(chloroacetyl)-N′-ethylurea), C(C)N(C(C)C)C(C)C (N-ethyldiisopropylamine). Solvent: CN(C=O)C (DMF), O (water). Reaction conditions: time 8 hour. Yields the product C(C)(=O)C1=CC=2N(C=C1)C=C(N2)NC(=O)NCC (N-(7-acetylimidazo[1,2-a]pyridin-2-yl)-N′-ethylurea). Isolated yield 156.7%. Reaction SMILES: Cl[C:2]1[N:6]2[CH:7]=[CH:8][C:9]([C:11]3C=NC=C[CH:16]=3)=[CH:10][C:5]2=[N:4][C:3]=1[NH:17][C:18]([NH:20][CH2:21][CH3:22])=[O:19].ClCC(NC(NCC)=O)=[O:26].C(N(C(C)C)C(C)C)C>CN(C)C=O.O>[C:11]([C:9]1[CH:8]=[CH:7][N:6]2[CH:2]=[C:3]([NH:17][C:18]([NH:20][CH2:21][CH3:22])=[O:19])[N:4]=[C:5]2[CH:10]=1)(=[O:26])[CH3:16]. Procedure details: A mixture of compound (2) (0.4 g, 1.27 mmol), N-(chloroacetyl)-N′-ethylurea (0.3 g, 1.8 mmol) and N-ethyldiisopropylamine (0.33 g, 2.5 mmol) in dry DMF (“dimethylformamide”) (5 mL) was stirred at room temperature overnight. The mixture was diluted with water to give 0.49 g of (3) as a solid. RXN SMILES: Cl.Cl.[Cl:3]C1C=C(C(C2CCCCC2)CN2CCNCC2)C=CC=1.[Cl:24][C:25]1[CH:26]=[C:27]([CH:31]([CH:47]2[CH2:53][CH2:52][CH2:51][CH2:50][CH2:49][CH2:48]2)[C:32]([N:34]2[CH2:39][CH2:38][N:37](C(OC(C)(C)C)=O)[CH2:36][CH2:35]2)=O)[CH:28]=[CH:29][CH:30]=1>>[ClH:3].[ClH:24].[Cl:24][C:25]1[CH:26]=[C:27]([CH:31]([CH:47]2[CH2:53][CH2:52][CH2:51][CH2:50][CH2:49][CH2:48]2)[CH2:32][N:34]2[CH2:35][CH2:36][NH:37][CH2:38][CH2:39]2)[CH:28]=[CH:29][CH:30]=1 |f:0.1.2,4.5.6|. Procedure details: In an analogous manner to Example 1, step 2, 1-[2-(3-chlorophenyl)-2-cyclohexylethyl]piperazine dihydrochloride was prepared from tert-butyl 4-[(3-chlorophenyl)(cycloheptyl)acetyl]piperazine-1-carboxylate MS (ES) m/z 321.2; HRMS: calcd for C19H29ClN2+H, 321.20975; found (ESI, [M+H]+), 321.2105. Product: Cl.Cl.ClC=1C=C(C=CC1)C(CN1CCNCC1)C1CCCCCC1 (1-[2-(3-chlorophenyl)-2-cycloheptylethyl]piperazine dihydrochloride). The reactants are Cl.Cl.ClC=1C=C(C=CC1)C(CN1CCNCC1)C1CCCCC1 (1-[2-(3-chlorophenyl)-2-cyclohexylethyl]piperazine dihydrochloride), ClC=1C=C(C=CC1)C(C(=O)N1CCN(CC1)C(=O)OC(C)(C)C)C1CCCCCC1 (tert-butyl 4-[(3-chlorophenyl)(cycloheptyl)acetyl]piperazine-1-carboxylate). Reactants: N#CC1CC(F)CN1C(=O)CNC12CCC(C(=O)O)(CC1)CC2, CN(C)C=O, ClCCl, CCCCCC(C)N, On1nnc2ccccc21. Product: CCCCCC(C)NC(=O)C12CCC(NCC(=O)N3CC(F)CC3C#N)(CC1)CC2. As a reaction SMILES: [C:1](=[O:2])([OH:3])[C:4]12[CH2:5][CH2:6][C:7]([NH:12][CH2:13][C:14](=[O:15])[N:16]3[CH:17]([C:22]#[N:23])[CH2:18][CH:19]([F:21])[CH2:20]3)([CH2:8][CH2:9]1)[CH2:10][CH2:11]2.[CH3:34][N:35]([CH3:36])[CH:37]=[O:38].[Cl:47][CH2:48][Cl:49].[NH2:39][CH:40]([CH3:41])[CH2:42][CH2:43][CH2:44][CH2:45][CH3:46].[OH:24][n:25]1[c:26]2[cH:27][cH:28][cH:29][cH:30][c:31]2[n:32][n:33]1>>[C:1](=[O:2])([C:4]12[CH2:5][CH2:6][C:7]([NH:12][CH2:13][C:14](=[O:15])[N:16]3[CH:17]([C:22]#[N:23])[CH2:18][CH:19]([F:21])[CH2:20]3)([CH2:8][CH2:9]1)[CH2:10][CH2:11]2)[NH:39][CH:40]([CH3:41])[CH2:42][CH2:43][CH2:44][CH2:45][CH3:46]. Starting materials: crude product, ClC1=CC=C(CNC(=O)C2=CN(C3=C(C=C(C=C3C2=O)CN2CCOCC2)I)C)C=C1 (N-(4-chlorobenzyl)-8-iodo-1-methyl-6-(4-morpholinylmethyl)-4-oxo-1,4-dihydro-3-quinolinecarboxamide), CN(CC#C)C (1-dimethylamino-2-propyne), CN(C)C=O (DMF). The reagents and catalysts are Cl[Pd]([P](C1=CC=CC=C1)(C2=CC=CC=C2)C3=CC=CC=C3)([P](C4=CC=CC=C4)(C5=CC=CC=C5)C6=CC=CC=C6)Cl (PdCl2(PPh3)2), [Cu]I (CuI). Solvent: N(CC)CC (Et2NH). Run at time 8 hour. Product: ClC1=CC=C(CNC(=O)C2=CN(C3=C(C=C(C=C3C2=O)CN2CCOCC2)C#CCCO)C)C=C1 (N-(4-chlorobenzyl)-8-(4-hydroxy-1-butynyl)-1-methyl-6-(4-morpholinylmethyl)-4-oxo-1,4-dihydro-3-quinolinecarboxamide). Yield: 47.0%. Reaction SMILES: [Cl:1][C:2]1[CH:31]=[CH:30][C:5]([CH2:6][NH:7][C:8]([C:10]2[C:19](=[O:20])[C:18]3[C:13](=[C:14](I)[CH:15]=[C:16]([CH2:21][N:22]4[CH2:27][CH2:26][O:25][CH2:24][CH2:23]4)[CH:17]=3)[N:12]([CH3:29])[CH:11]=2)=[O:9])=[CH:4][CH:3]=1.CN(C)[CH2:34][C:35]#[CH:36].CN([CH:41]=[O:42])C>N(CC)CC.Cl[Pd](Cl)([P](C1C=CC=CC=1)(C1C=CC=CC=1)C1C=CC=CC=1)[P](C1C=CC=CC=1)(C1C=CC=CC=1)C1C=CC=CC=1.[Cu]I>[Cl:1][C:2]1[CH:31]=[CH:30][C:5]([CH2:6][NH:7][C:8]([C:10]2[C:19](=[O:20])[C:18]3[C:13](=[C:14]([C:36]#[C:35][CH2:34][CH2:41][OH:42])[CH:15]=[C:16]([CH2:21][N:22]4[CH2:27][CH2:26][O:25][CH2:24][CH2:23]4)[CH:17]=3)[N:12]([CH3:29])[CH:11]=2)=[O:9])=[CH:4][CH:3]=1 |^1:50,69|. Procedure details: To a solution of N-(4-chlorobenzyl)-8-iodo-1-methyl-6-(4-morpholinylmethyl)-4-oxo-1,4-dihydro-3-quinolinecarboxamide (300 mg), PdCl2(PPh3)2 (19.1 mg), and CuI (5.2 mg) in Et2NH (6.2 mL) is added 1-dimethylamino-2-propyne (0.065 mL). Anhydrous DMF (10 mL) is added to help solubilize the reactants (also requires sonication). The reaction is stirred at room temperature overnight, then condensed. The resulting residue is placed under high vac to remove residual DMF. The crude product is dissolved in...